Task: describe an organic reaction: reactants, conditions, products, and yield. Dataset: the Open Reaction Database (ORD), a public repository of structured organic reaction records The reactants are CC1S[C@H]2N(C(=C1)C(=O)OCC(Cl)(Cl)Cl)C(C2NC(C(NC(=O)OC(C)(C)C)C=2SC=CC2)=O)=O (2,2,2-trichloroethyl 2-methyl-7-[N-tert.-butoxycarbonyl-2-(2-thienyl)glycyl]amino-3-cephem-4-carboxylate), C(C)(=O)O (Acetic acid). Reagents/catalysts: [Zn] (zinc), [Zn] (zinc). The solvent is CN(C=O)C (dimethylformamide). Conditions: time 1 hour. Yields the product CC1S[C@H]2N(C(=C1)C(=O)O)C(C2NC(C(NC(=O)OC(C)(C)C)C=2SC=CC2)=O)=O (2-methyl-7-[N-tert.-butoxycarbonyl-2-(2-thienyl)glycyl]amino-3-cephem-4-carboxylic acid). Yield: 59.4%. Reaction SMILES: C(O)(=O)C.[CH3:5][CH:6]1[CH:11]=[C:10]([C:12]([O:14]CC(Cl)(Cl)Cl)=[O:13])[N:9]2[C:20](=[O:39])[CH:21]([NH:22][C:23](=[O:38])[CH:24]([C:33]3[S:34][CH:35]=[CH:36][CH:37]=3)[NH:25][C:26]([O:28][C:29]([CH3:32])([CH3:31])[CH3:30])=[O:27])[C@H:8]2[S:7]1>CN(C)C=O.[Zn]>[CH3:5][CH:6]1[CH:11]=[C:10]([C:12]([OH:14])=[O:13])[N:9]2[C:20](=[O:39])[CH:21]([NH:22][C:23](=[O:38])[CH:24]([C:33]3[S:34][CH:35]=[CH:36][CH:37]=3)[NH:25][C:26]([O:28][C:29]([CH3:30])([CH3:31])[CH3:32])=[O:27])[C@H:8]2[S:7]1. Procedure: Acetic acid (1.6 ml) and zinc powder (1.2 g) were added under and ice-cooling to a solution of 2,2,2-trichloroethyl 2-methyl-7-[N-tert.-butoxycarbonyl-2-(2-thienyl)glycyl]amino-3-cephem-4-carboxylate (1.52 g) in anhydrous dimethylformamide (10 ml), and the mixture was stirred for 1 hour at the same temperature. After the reaction, zinc powder was filtered off, and the filtrate was poured into an ice-cooled mixture of 2 to 3% hydrochloric acid and ethyl acetate and then extracted. The extract was... Starting materials: [BH4-], CO, [Na+], CC(C)(C)OC(=O)N1CCC2(CCC(OCC=O)CC2)CC1. The product is CC(C)(C)OC(=O)N1CCC2(CCC(OCCO)CC2)CC1. Reaction SMILES: [BH4-:1].[CH3:25][OH:26].[Na+:2].[O:3]=[CH:4][CH2:5][O:6][CH:7]1[CH2:8][CH2:9][C:10]2([CH2:11][CH2:12][N:13]([C:16](=[O:17])[O:18][C:19]([CH3:20])([CH3:21])[CH3:22])[CH2:14][CH2:15]2)[CH2:23][CH2:24]1>>[OH:3][CH2:4][CH2:5][O:6][CH:7]1[CH2:8][CH2:9][C:10]2([CH2:11][CH2:12][N:13]([C:16](=[O:17])[O:18][C:19]([CH3:20])([CH3:21])[CH3:22])[CH2:14][CH2:15]2)[CH2:23][CH2:24]1. Starting materials: CCCCCCC=CCCCCCCCC(=O)O, O, O=S(Cl)Cl. Product: CCCCCCC=CCCCCCCCC(=O)Cl. RXN SMILES: [CH3:5][CH2:6][CH2:7][CH2:8][CH2:9][CH2:10][CH:11]=[CH:12][CH2:13][CH2:14][CH2:15][CH2:16][CH2:17][CH2:18][CH2:19][C:20]([OH:21])=[O:22].[OH2:23].[S:1]([Cl:2])([Cl:3])=[O:4]>>[Cl:3][C:20]([CH2:19][CH2:18][CH2:17][CH2:16][CH2:15][CH2:14][CH2:13][CH:12]=[CH:11][CH2:10][CH2:9][CH2:8][CH2:7][CH2:6][CH3:5])=[O:22]. As a reaction SMILES: [CH3:27][CH2:28][OH:29].[F:1][c:2]1[cH:3][c:4]([O:25][CH3:26])[c:5](-[c:11]2[c:12]([C:21](=[O:22])[O:23][CH3:24])[cH:13][c:14]3[c:18]([cH:19]2)[CH2:17][CH:16]=[C:15]3[CH3:20])[cH:6][c:7]1[CH:8]([CH3:9])[CH3:10]>>[F:1][c:2]1[cH:3][c:4]([O:25][CH3:26])[c:5](-[c:11]2[c:12]([C:21](=[O:22])[O:23][CH3:24])[cH:13][c:14]3[c:18]([cH:19]2)[CH2:17][CH2:16][CH:15]3[CH3:20])[cH:6][c:7]1[CH:8]([CH3:9])[CH3:10]. Reactants: CCO, COC(=O)c1cc2c(cc1-c1cc(C(C)C)c(F)cc1OC)CC=C2C. Yields the product COC(=O)c1cc2c(cc1-c1cc(C(C)C)c(F)cc1OC)CCC2C. Starting materials: ON=C(N)C1=CN=NC=C1 (N′-Hydroxypyridazine-4-carboximidamide), FC1=CC=C(C(=O)Cl)C=C1 (4-fluorobenzoyl chloride), N (NH3). The product is FC1=CC=C(C=C1)C1=NC(=NO1)C1=CN=NC=C1 (5-(4-fluorophenyl)-3-(pyridazin-4-yl)-1,2,4-oxadiazole). RXN SMILES: [OH:1][N:2]=[C:3]([C:5]1[CH:10]=[CH:9][N:8]=[N:7][CH:6]=1)[NH2:4].[F:11][C:12]1[CH:20]=[CH:19][C:15]([C:16](Cl)=O)=[CH:14][CH:13]=1.N>>[F:11][C:12]1[CH:20]=[CH:19][C:15]([C:16]2[O:1][N:2]=[C:3]([C:5]3[CH:10]=[CH:9][N:8]=[N:7][CH:6]=3)[N:4]=2)=[CH:14][CH:13]=1. Procedure details: The titled compound was prepared according to the procedure of Method D using the product of Example 83D and 4-fluorobenzoyl chloride (Aldrich). 1H NMR (300 MHz, CD3OD) δ 7.36-7.45 (m, 2 H), 8.29-8.40 (m, 3 H), 9.45 (dd, J=5.6, 1.2 Hz, 1 H), 9.86 (dd, J=2.4, 1.2 Hz, 1 H) ppm; MS (DCI/NH3) m/z=243 (M+H)+. Reactants: Cl (HCl), [Si](C)(C)(C(C)(C)C)OC=1C=C2C=CC(=CC2=CC1)CN1CC(C1)C(=O)OC (methyl 1-((6-(tert-butyldimethylsilyloxy)naphthalen-2-yl)methyl)azetidine-3-carboxylate), C(=O)(O)[O-].[Na+] (NaHCO3). Run in CO (methanol). Conditions: time 1 hour. Yields the product OC=1C=C2C=CC(=CC2=CC1)CN1CC(C1)C(=O)OC (methyl 1-((6-hydroxynaphthalen-2-yl)methyl)azetidine-3-carboxylate). Isolated yield 47.3%. As a reaction SMILES: [Si]([O:8][C:9]1[CH:10]=[C:11]2[C:16](=[CH:17][CH:18]=1)[CH:15]=[C:14]([CH2:19][N:20]1[CH2:23][CH:22]([C:24]([O:26][CH3:27])=[O:25])[CH2:21]1)[CH:13]=[CH:12]2)(C(C)(C)C)(C)C.Cl.C([O-])(O)=O.[Na+]>CO>[OH:8][C:9]1[CH:10]=[C:11]2[C:16](=[CH:17][CH:18]=1)[CH:15]=[C:14]([CH2:19][N:20]1[CH2:23][CH:22]([C:24]([O:26][CH3:27])=[O:25])[CH2:21]1)[CH:13]=[CH:12]2 |f:2.3|. Reported procedure: To a solution of methyl 1-((6-(tert-butyldimethylsilyloxy)naphthalen-2-yl)methyl)azetidine-3-carboxylate (4.5 g, 11.7 mmol) in methanol (50 mL) at 0° C. was added con. HCl (5 mL) dropwise. The reaction mixture was stirred at r.t for 1 h. The mixture was neutralized by sat. NaHCO3 and evaporated off most of solvent, extracted with DCM and washed with brine, dried over Na2SO4 and concentrated to obtain crude product. The crude product was purified by silica gel chromatography (DCM:MeOH=40:1), extr... The reactants are C1CCOC1, C=C[Mg+], [Cl-], [Cl-], O=Cc1cccc(F)c1O, [NH4+]. Yields the product C=CC(O)c1cccc(F)c1O. Reaction SMILES: [CH2:17]1[O:18][CH2:19][CH2:20][CH2:21]1.[CH:12](=[CH2:13])[Mg+:14].[Cl-:11].[Cl-:15].[F:1][c:2]1[c:3]([OH:10])[c:4]([CH:5]=[O:6])[cH:7][cH:8][cH:9]1.[NH4+:16]>>[F:1][c:2]1[c:3]([OH:10])[c:4]([CH:5]([OH:6])[CH:12]=[CH2:13])[cH:7][cH:8][cH:9]1.